This data is from the Open Reaction Database (ORD), a public repository of structured organic reaction records. The task is: describe an organic reaction: reactants, conditions, products, and yield Starting materials: COc1ccc2c(O)c(-c3ccccc3)c(C(C)C)cc2c1, O=Cc1ccc(F)cc1, [H-], [Na+], CN(C)C=O. The product is COc1ccc2c(Oc3ccc(C=O)cc3)c(-c3ccccc3)c(C(C)C)cc2c1. Reaction SMILES: [CH3:1][CH:2]([CH3:3])[c:4]1[c:5](-[c:17]2[cH:18][cH:19][cH:20][cH:21][cH:22]2)[c:6]([OH:16])[c:7]2[cH:8][cH:9][c:10]([O:14][CH3:15])[cH:11][c:12]2[cH:13]1.[F:25][c:26]1[cH:27][cH:28][c:29]([CH:30]=[O:31])[cH:32][cH:33]1.[H-:24].[Na+:23].[O:34]=[CH:35][N:36]([CH3:37])[CH3:38]>>[CH3:1][CH:2]([CH3:3])[c:4]1[c:5](-[c:17]2[cH:18][cH:19][cH:20][cH:21][cH:22]2)[c:6]([O:16][c:26]2[cH:27][cH:28][c:29]([CH:30]=[O:31])[cH:32][cH:33]2)[c:7]2[cH:8][cH:9][c:10]([O:14][CH3:15])[cH:11][c:12]2[cH:13]1. The reactants are BrC=1C=C2C=CNC2=CC1 (5-bromo-1H-indole), II (I2), C(C1=CC=CC=C1)OC(=O)N[C@H](C(=O)OC)CI ((R)-methyl 2-(benzyloxycarbonylamino)-3-iodopropanoate). Reagents/catalysts: C=1C=CC(=CC1)/C=C/C(=O)/C=C/C2=CC=CC=C2.C=1C=CC(=CC1)/C=C/C(=O)/C=C/C2=CC=CC=C2.C=1C=CC(=CC1)/C=C/C(=O)/C=C/C2=CC=CC=C2.[Pd].[Pd] (Pd2(dba)3), COC=1C=CC=C(C1C=2C=CC=CC2P(C3CCCCC3)C4CCCCC4)OC (S—Phos), [Zn] (zinc). The solvent is CN(C)C=O (DMF), CN(C)C=O (DMF), [Cl-].[Na+].O (Brine), CN(C)C=O (DMF). Run at time 5 minute. Yields the product C(C1=CC=CC=C1)OC(=O)N[C@H](C(=O)OC)CC=1C=C2C=CNC2=CC1 ((S)-methyl 2-(benzyloxycarbonylamino)-3-(1H-indol-5-yl)propanoate). Isolated yield 71.4%. Reaction SMILES: II.[CH2:3]([O:10][C:11]([NH:13][C@@H:14]([CH2:19]I)[C:15]([O:17][CH3:18])=[O:16])=[O:12])[C:4]1[CH:9]=[CH:8][CH:7]=[CH:6][CH:5]=1.Br[C:22]1[CH:23]=[C:24]2[C:28](=[CH:29][CH:30]=1)[NH:27][CH:26]=[CH:25]2>CN(C=O)C.[Cl-].[Na+].O.[Zn].C1C=CC(/C=C/C(/C=C/C2C=CC=CC=2)=O)=CC=1.C1C=CC(/C=C/C(/C=C/C2C=CC=CC=2)=O)=CC=1.C1C=CC(/C=C/C(/C=C/C2C=CC=CC=2)=O)=CC=1.[Pd].[Pd].COC1C=CC=C(OC)C=1C1C=CC=CC=1P(C1CCCCC1)C1CCCCC1>[CH2:3]([O:10][C:11]([NH:13][C@@H:14]([CH2:19][C:22]1[CH:23]=[C:24]2[C:28](=[CH:29][CH:30]=1)[NH:27][CH:26]=[CH:25]2)[C:15]([O:17][CH3:18])=[O:16])=[O:12])[C:4]1[CH:9]=[CH:8][CH:7]=[CH:6][CH:5]=1 |f:4.5.6,8.9.10.11.12|. Procedure: To a suspension of zinc (2.53 g, 38.8 mmol) in DMF (20 mL) was added I2 (1.10 g, 4.15 mol) followed by addition of a solution of (R)-methyl 2-(benzyloxycarbonylamino)-3-iodopropanoate (4.70 g, 13.0 mmol) in DMF (20 mL). The mixture was stirred at ambient temperature for 5 min and heated at 35° C. for 40 min. Then a solution of 5-bromo-1H-indole (3.00 g, 15.5 mmol) in DMF (10 mL), Pd2(dba)3 (0.25 g, 0.27 mmol) and S—Phos (0.25 g, 0.60 mmol) were added. The reaction mixture was stirred at 50° C. u...